From a dataset of the Open Reaction Database (ORD), a public repository of structured organic reaction records. describe an organic reaction: reactants, conditions, products, and yield Reactants: COc1cc(OC)nc(C2(C#N)OC(=O)c3c(-c4ccco4)ccnc32)n1, [Na+], C1CCOC1, [OH-], O. Yields the product COc1cc(OC)nc(C2(O)OC(=O)c3c(-c4ccco4)ccnc32)n1. As a reaction SMILES: [C:1](#[N:2])[C:3]1([c:18]2[n:19][c:20]([O:26][CH3:27])[cH:21][c:22]([O:24][CH3:25])[n:23]2)[O:4][C:5](=[O:17])[c:6]2[c:7]1[n:8][cH:9][cH:10][c:11]2-[c:12]1[o:13][cH:14][cH:15][cH:16]1.[Na+:34].[O:28]1[CH2:29][CH2:30][CH2:31][CH2:32]1.[OH-:33].[OH2:35]>>[C:3]1([c:18]2[n:19][c:20]([O:26][CH3:27])[cH:21][c:22]([O:24][CH3:25])[n:23]2)([OH:28])[O:4][C:5](=[O:17])[c:6]2[c:7]1[n:8][cH:9][cH:10][c:11]2-[c:12]1[o:13][cH:14][cH:15][cH:16]1. Reactants: CC(=O)OCC(O)CCl, C=COCC, O, Cc1ccc(S(=O)(=O)O)cc1. Yields the product CCOC(C)OC(CCl)COC(C)=O. As a reaction SMILES: [C:1]([CH3:2])(=[O:3])[O:4][CH2:5][CH:6]([CH2:7][Cl:8])[OH:9].[CH:22](=[CH2:23])[O:24][CH2:25][CH3:26].[OH2:10].[c:11]1([CH3:12])[cH:13][cH:14][c:15]([S:16]([OH:17])(=[O:18])=[O:19])[cH:20][cH:21]1>>[C:1]([CH3:2])(=[O:3])[O:4][CH2:5][CH:6]([CH2:7][Cl:8])[O:9][CH:22]([CH3:23])[O:24][CH2:25][CH3:26].